Task: describe an organic reaction: reactants, conditions, products, and yield. Dataset: the Open Reaction Database (ORD), a public repository of structured organic reaction records Starting materials: N1=CC=C(C=C1)C=1C(=NNC1CCCC(=O)O)C1=CC=C(C=C1)F (4-(4-(4-pyridyl)-3-(4-fluorophenyl)pyrazolyl)butyric acid), OS(=O)(=O)O (H2SO4), CO (MeOH). Conditions: time 8 hour. Product: N1=CC=C(C=C1)C=1C(=NNC1CCCC(=O)OC)C1=CC=C(C=C1)F (methyl 4-(4-(4-pyridyl)-3-(4-fluorophenyl)pyrazolyl)butyrate). RXN SMILES: [N:1]1[CH:6]=[CH:5][C:4]([C:7]2[C:8]([C:18]3[CH:23]=[CH:22][C:21]([F:24])=[CH:20][CH:19]=3)=[N:9][NH:10][C:11]=2[CH2:12][CH2:13][CH2:14][C:15]([OH:17])=[O:16])=[CH:3][CH:2]=1.OS(O)(=O)=O.[CH3:30]O>>[N:1]1[CH:6]=[CH:5][C:4]([C:7]2[C:8]([C:18]3[CH:19]=[CH:20][C:21]([F:24])=[CH:22][CH:23]=3)=[N:9][NH:10][C:11]=2[CH2:12][CH2:13][CH2:14][C:15]([O:17][CH3:30])=[O:16])=[CH:3][CH:2]=1. Procedure: To a solution of 4-(4-(4-pyridyl)-3-(4-fluorophenyl)pyrazolyl)butyric acid (Example C-130) (40 g, 123 mmol) in 650 mL of MeOH was added 20 mL of concentrated H2SO4. The solution was stirred overnight at room temperature. The solution was concentrated and diluted with 200 mL of water. The solution was cooled with an ice/water bath and to the solution was added 150 mL of saturated NaHCO3. The solution was neutralized further with 50% NaOH to pH 7. The resulting slurry was extracted with CH2Cl2 (3×... The reactants are [Al+3], [Al+3], O=C([O-])C(O)C(O)C(=O)[O-], [Cl-], [Cl-], [Cl-], CN1CC2c3cc(Cl)ccc3Oc3ccccc3C2C1=O, [H-], [H-], [H-], [H-], [Li+], [Na+], [Na+], C1CCOC1. Product: CN1CC2c3ccccc3Oc3ccc(Cl)cc3C2C1. Reaction SMILES: [Al+3:2].[Al+3:6].[C:32]([CH:33]([CH:34]([C:35]([O-:36])=[O:37])[OH:38])[OH:39])([O-:40])=[O:41].[Cl-:1].[Cl-:3].[Cl-:4].[Cl:11][c:12]1[cH:13][cH:14][c:15]2[c:16]([cH:31]1)[CH:17]1[CH:18]([C:19](=[O:23])[N:20]([CH3:22])[CH2:21]1)[c:24]1[c:25]([cH:27][cH:28][cH:29][cH:30]1)[O:26]2.[H-:10].[H-:5].[H-:8].[H-:9].[Li+:7].[Na+:42].[Na+:43].[O:44]1[CH2:45][CH2:46][CH2:47][CH2:48]1>>[Cl:11][c:12]1[cH:13][cH:14][c:15]2[c:16]([cH:31]1)[CH:17]1[CH:18]([CH2:19][N:20]([CH3:22])[CH2:21]1)[c:24]1[c:25]([cH:27][cH:28][cH:29][cH:30]1)[O:26]2. Starting materials: ClC1=NC=CC(=C1)CC(C)=O (1-(2-chloro-pyridin-4-yl)-propan-2-one), N1CCOCC1 (morpholine). RXN SMILES: Cl[C:2]1[CH:7]=[C:6]([CH2:8][C:9](=[O:11])[CH3:10])[CH:5]=[CH:4][N:3]=1.[NH:12]1[CH2:17][CH2:16][O:15][CH2:14][CH2:13]1>>[N:12]1([C:2]2[CH:7]=[C:6]([CH2:8][C:9](=[O:11])[CH3:10])[CH:5]=[CH:4][N:3]=2)[CH2:17][CH2:16][O:15][CH2:14][CH2:13]1. The product is N1(CCOCC1)C1=NC=CC(=C1)CC(C)=O (1-(2-Morpholin-4-yl-pyridin-4-yl)-propan-2-one). Procedure: A stirred solution of 1-(2-chloro-pyridin-4-yl)-propan-2-one (1.6 g, 9.47 mmol) in morpholine is heated to 105° C. for 3 days. The morpholine is removed in vacuo to yield the crude product. Purification by chromatography on silica, eluting with 1:1 ethyl acetate-hexane affords the title compound. Reactants: CC(C)(C)OC(=O)N1CCC(c2ccccc2)C(C(=O)O)C1, Cc1ccc(C)c(N2CCN(C(=O)C3CN(C(=O)OC(C)(C)C)CCC3c3ccccc3)CC2)c1. The product is Cc1ccc(C)c(N2CCNCC2)c1. As a reaction SMILES: [C:1]([N:2]1[CH2:3][CH2:4][CH:5]([c:6]2[cH:7][cH:8][cH:9][cH:10][cH:11]2)[CH:12]([C:13]([OH:14])=[O:15])[CH2:16]1)([O:17][C:18]([CH3:19])([CH3:20])[CH3:21])=[O:22].[C:23]([O:24][C:25]([N:26]1[CH2:27][CH2:28][CH:29]([c:30]2[cH:31][cH:32][cH:33][cH:34][cH:35]2)[CH:36]([C:37](=[O:38])[N:44]2[CH2:45][CH2:46][N:47]([c:50]3[c:51]([CH3:57])[cH:52][cH:53][c:54]([CH3:56])[cH:55]3)[CH2:48][CH2:49]2)[CH2:39]1)=[O:40])([CH3:41])([CH3:42])[CH3:43]>>[NH:44]1[CH2:45][CH2:46][N:47]([c:50]2[c:51]([CH3:57])[cH:52][cH:53][c:54]([CH3:56])[cH:55]2)[CH2:48][CH2:49]1.